From a dataset of the Open Reaction Database (ORD), a public repository of structured organic reaction records. describe an organic reaction: reactants, conditions, products, and yield Starting materials: C(C=C)C=1C(=CC2=C(OCC3=C(C2=O)C=CC=C3)C1)OC (3-allyl-2-methoxy-6,11-dihydrodibenz[b,e]oxepin-11-one), [Mn](=O)(=O)(=O)[O-].[K+] (potassium permanganate), S(=O)(O)[O-].[Na+] (sodium hydrogen sulfite), CC(=O)C (acetone), [Mn](=O)(=O)(=O)[O-].[K+] (potassium permanganate), C(C)(=O)O (acetic acid). Run in O (water), O (water). Run at temperature 15 celsius, time 4 hour. Yields the product COC1=CC2=C(OCC3=C(C2=O)C=CC=C3)C=C1CC(=O)O (2-methoxy-6,11-dihydro-11-oxodibenz[b,e]oxepin-3-acetic acid). Reaction SMILES: C([C:4]1[C:5]([O:20][CH3:21])=[CH:6][C:7]2[C:13](=[O:14])[C:12]3[CH:15]=[CH:16][CH:17]=[CH:18][C:11]=3[CH2:10][O:9][C:8]=2[CH:19]=1)C=C.CC(C)=O.[Mn]([O-])(=O)(=O)=O.[K+].S([O-])(O)=O.[Na+].[C:37]([OH:40])(=[O:39])[CH3:38]>O>[CH3:21][O:20][C:5]1[C:4]([CH2:38][C:37]([OH:40])=[O:39])=[CH:19][C:8]2[O:9][CH2:10][C:11]3[CH:18]=[CH:17][CH:16]=[CH:15][C:12]=3[C:13](=[O:14])[C:7]=2[CH:6]=1 |f:2.3,4.5|. Procedure details: 19.5 grams of 3-allyl-2-methoxy-6,11-dihydrodibenz[b,e]oxepin-11-one obtained in the above Reference Example were dissolved in a mixed liquid consisting of 400 ml of acetone, 150 ml of acetic acid and 150 ml of water and incorporated in portions with 44 g of potassium permanganate at a temperature of 10°-15 C. over a period of 4 hours, after which the whole was agitated at 15° C. for 1 hour. After the end of the reaction, the unreacted potassium permanganate was decomposed with sodium hydrogen s... Starting materials: CC(=O)O, O=c1c(C2=NS(=O)(=O)c3ccccc3N2)c(O)c2cccnc2n1CCC1OCCO1, O, O=S(=O)(O)O. Product: O=CCCn1c(=O)c(C2=NS(=O)(=O)c3ccccc3N2)c(O)c2cccnc21. Reaction SMILES: [CH3:38][C:39](=[O:40])[OH:41].[O:1]=[S:2]1(=[O:31])[N:3]=[C:4]([c:12]2[c:13](=[O:30])[n:14]([CH2:23][CH2:24][CH:25]3[O:26][CH2:29][CH2:28][O:27]3)[c:15]3[n:16][cH:17][cH:18][cH:19][c:20]3[c:21]2[OH:22])[NH:5][c:6]2[c:7]1[cH:8][cH:9][cH:10][cH:11]2.[OH2:37].[S:32](=[O:33])(=[O:34])([OH:35])[OH:36]>>[O:1]=[S:2]1(=[O:31])[N:3]=[C:4]([c:12]2[c:13](=[O:30])[n:14]([CH2:23][CH2:24][CH:25]=[O:26])[c:15]3[n:16][cH:17][cH:18][cH:19][c:20]3[c:21]2[OH:22])[NH:5][c:6]2[c:7]1[cH:8][cH:9][cH:10][cH:11]2. The reactants are CI, Fc1cccc2nc(S)sc12, [Na+], [OH-]. Yields the product CSc1nc2cccc(F)c2s1. Reaction SMILES: [CH3:12][I:13].[F:1][c:2]1[cH:3][cH:4][cH:5][c:6]2[n:7][c:8]([SH:11])[s:9][c:10]12.[Na+:15].[OH-:14]>>[F:1][c:2]1[cH:3][cH:4][cH:5][c:6]2[n:7][c:8]([S:11][CH3:12])[s:9][c:10]12. The reactants are CC(=O)Nc1nc(C)c(-c2ccc(S(=O)(=O)Cl)s2)s1, CCN(C(C)C)C(C)C, CN1CCC(N)CC1. Yields the product CC(=O)Nc1nc(C)c(-c2ccc(S(=O)(=O)NC3CCN(C)CC3)s2)s1. Reaction SMILES: [C:1]([CH3:2])(=[O:3])[NH:4][c:5]1[s:6][c:7](-[c:11]2[cH:12][cH:13][c:14]([S:16](=[O:17])(=[O:18])[Cl:19])[s:15]2)[c:8]([CH3:10])[n:9]1.[CH:28]([N:29]([CH2:30][CH3:31])[CH:32]([CH3:33])[CH3:34])([CH3:35])[CH3:36].[NH2:20][CH:21]1[CH2:22][CH2:23][N:24]([CH3:27])[CH2:25][CH2:26]1>>[C:1]([CH3:2])(=[O:3])[NH:4][c:5]1[s:6][c:7](-[c:11]2[cH:12][cH:13][c:14]([S:16](=[O:17])(=[O:18])[NH:20][CH:21]3[CH2:22][CH2:23][N:24]([CH3:27])[CH2:25][CH2:26]3)[s:15]2)[c:8]([CH3:10])[n:9]1. Starting materials: CNC1CCN(C)C1, CSC1NC(=O)C(=Cc2ccc3c(cnn3Cc3ccc(Cl)cc3C(F)(F)F)c2)S1. The product is CN1CCC(N(C)C2=NC(=O)C(=Cc3ccc4c(cnn4Cc4ccc(Cl)cc4C(F)(F)F)c3)S2)C1. Reaction SMILES: [CH3:31][NH:32][CH:33]1[CH2:34][N:35]([CH3:38])[CH2:36][CH2:37]1.[Cl:1][c:2]1[cH:3][c:4]([C:27]([F:28])([F:29])[F:30])[c:5]([CH2:6][n:7]2[n:8][cH:9][c:10]3[cH:11][c:12]([CH:16]=[C:17]4[C:18](=[O:24])[NH:19][CH:20]([S:22][CH3:23])[S:21]4)[cH:13][cH:14][c:15]23)[cH:25][cH:26]1>>[Cl:1][c:2]1[cH:3][c:4]([C:27]([F:28])([F:29])[F:30])[c:5]([CH2:6][n:7]2[n:8][cH:9][c:10]3[cH:11][c:12]([CH:16]=[C:17]4[C:18](=[O:24])[N:19]=[C:20]([N:32]([CH3:31])[CH:33]5[CH2:34][N:35]([CH3:38])[CH2:36][CH2:37]5)[S:21]4)[cH:13][cH:14][c:15]23)[cH:25][cH:26]1. Starting materials: CC(CO)O.C(C(CO)(CO)CO)O (pentaerythritol propoxylate), CC=1C(=CC(=CC1)N=C=O)N=C=O (2,4-tolylene diisocyanate). Reaction conditions: temperature 65 celsius. Yields the product acetylenic, CC(CO)O.C(C(CO)(CO)CO)O.CC=1C(=CC(=CC1)N=C=O)N=C=O (pentaerythritol propoxylate TDI). RXN SMILES: [CH3:1][CH:2]([OH:5])[CH2:3][OH:4].[CH2:6]([OH:14])[C:7]([CH2:12][OH:13])([CH2:10][OH:11])[CH2:8][OH:9].[CH3:15][C:16]1[C:17]([N:25]=[C:26]=[O:27])=[CH:18][C:19]([N:22]=[C:23]=[O:24])=[CH:20][CH:21]=1>>[CH3:1][CH:2]([OH:5])[CH2:3][OH:4].[CH2:6]([OH:14])[C:7]([CH2:12][OH:13])([CH2:10][OH:11])[CH2:8][OH:9].[CH3:15][C:16]1[C:17]([N:25]=[C:26]=[O:27])=[CH:18][C:19]([N:22]=[C:23]=[O:24])=[CH:20][CH:21]=1 |f:0.1,3.4.5|. Reported procedure: An acetylenic derivative was prepared for use in a click reaction. About 15.75 grams (about 25 mmoles) of pentaerythritol propoxylate was slowly added to about 21.81 grams (about 125 mmoles) of 2,4-tolylene diisocyanate (TDI) at room temperature (about 21±5° C.). The mixture was then heated at about 65° C. for about 18 hours. The reaction mixture was washed seven times with petroleum ether. For each of the washings, about 45 mL of petroleum ether was added and the reaction mixture was stirred at... Reactants: CCOC(=O)C1C(=O)C(C)OC12CCN(C(=O)OCC)CC2, CN(C)C=O, [Cl-], [Na+], O. Yields the product CCOC(=O)N1CCC2(CC1)CC(=O)C(C)O2. As a reaction SMILES: [CH2:1]([CH3:2])[O:3][C:4](=[O:5])[N:6]1[CH2:7][CH2:8][C:9]2([CH:10]([C:16]([O:17][CH2:18][CH3:19])=[O:20])[C:11](=[O:15])[CH:12]([CH3:14])[O:13]2)[CH2:21][CH2:22]1.[CH3:26][N:27]([CH3:28])[CH:29]=[O:30].[Cl-:24].[Na+:23].[OH2:25]>>[CH2:1]([CH3:2])[O:3][C:4](=[O:5])[N:6]1[CH2:7][CH2:8][C:9]2([CH2:10][C:11](=[O:15])[CH:12]([CH3:14])[O:13]2)[CH2:21][CH2:22]1. The reactants are C(C)(=O)OCC (ethyl acetate), C(C1=CC=CC=C1)OC1CC(C1)(C(=O)OCCC(C)C)/C=C/C(=O)OCC (ethyl (E)-3-[1-benzyloxy-3-(isoamyloxycarbonyl)cyclobutan-3-yl]acrylate), [N+](=O)([O-])C (nitromethane), C(CC(O)(C(=O)O)CC(=O)O)(=O)O (citric acid), C1(=NNCCCCCCCC1)C1=CCCCCCCCCC1 (diazabicycloundecene). Product: C(C1=CC=CC=C1)OC1CC(C1)(C(=O)OCCC(C)C)C(CC(=O)OCC)C[N+](=O)[O-] (Ethyl 3-[1-benzyloxy-3-(isoamyloxycarbonyl)cyclobutan-3-yl]-4-nitrobutanoate). Reaction SMILES: [CH2:1]([O:8][CH:9]1[CH2:12][C:11](/[CH:21]=[CH:22]/[C:23]([O:25][CH2:26][CH3:27])=[O:24])([C:13]([O:15][CH2:16][CH2:17][CH:18]([CH3:20])[CH3:19])=[O:14])[CH2:10]1)[C:2]1[CH:7]=[CH:6][CH:5]=[CH:4][CH:3]=1.C1(C2CCCCCCCCCC=2)CCCCCCCCNN=1.C(O)(=O)CC(CC(O)=O)(C(O)=O)O.C(OCC)(=O)C.[N+:69]([CH3:72])([O-:71])=[O:70]>>[CH2:1]([O:8][CH:9]1[CH2:12][C:11]([CH:21]([CH2:72][N+:69]([O-:71])=[O:70])[CH2:22][C:23]([O:25][CH2:26][CH3:27])=[O:24])([C:13]([O:15][CH2:16][CH2:17][CH:18]([CH3:20])[CH3:19])=[O:14])[CH2:10]1)[C:2]1[CH:3]=[CH:4][CH:5]=[CH:6][CH:7]=1. Procedure details: A 9.46 g (25.3 mmol) portion of ethyl (E)-3-[1-benzyloxy-3-(isoamyloxycarbonyl)cyclobutan-3-yl]acrylate was dissolved in 50 ml of nitromethane to which, while cooling in an ice bath and stirring, was subsequently added dropwise 3.78 ml (25.3 mmol) of diazabicycloundecene. After 10 minutes of stirring, the reaction mixture was further stirred at room temperature for 1 hour. While cooling in an ice bath and stirring, the reaction solution was acidified by gradually adding 10% citric acid aqueous s... Starting materials: O=C([O-])[O-], CN1CCNCC1, CC(C)c1cc(C(C)C)c(-c2ccccc2P(C2CCCCC2)C2CCCCC2)c(C(C)C)c1, Clc1cc(NN=C(c2ccccc2)c2ccccc2)ncn1, [Cs+], [Cs+], O=C(C=Cc1ccccc1)C=Cc1ccccc1, O=C(C=Cc1ccccc1)C=Cc1ccccc1, O=C(C=Cc1ccccc1)C=Cc1ccccc1, [Pd], [Pd]. Product: CN1CCN(c2cc(NN=C(c3ccccc3)c3ccccc3)ncn2)CC1. Reaction SMILES: [C:64](=[O:65])([O-:66])[O-:67].[CH3:23][N:24]1[CH2:25][CH2:26][NH:27][CH2:28][CH2:29]1.[CH:30]1([P:31]([CH:32]2[CH2:33][CH2:34][CH2:35][CH2:36][CH2:37]2)[c:38]2[cH:39][cH:40][cH:41][cH:42][c:43]2-[c:44]2[c:45]([CH:46]([CH3:47])[CH3:48])[cH:49][c:50]([CH:51]([CH3:52])[CH3:53])[cH:54][c:55]2[CH:56]([CH3:57])[CH3:58])[CH2:59][CH2:60][CH2:61][CH2:62][CH2:63]1.[Cl:1][c:2]1[cH:3][c:4]([NH:8][N:9]=[C:10]([c:11]2[cH:12][cH:13][cH:14][cH:15][cH:16]2)[c:17]2[cH:18][cH:19][cH:20][cH:21][cH:22]2)[n:5][cH:6][n:7]1.[Cs+:68].[Cs+:69].[O:108]=[C:109]([CH:110]=[CH:111][c:112]1[cH:113][cH:114][cH:115][cH:116][cH:117]1)[CH:118]=[CH:119][c:120]1[cH:121][cH:122][cH:123][cH:124][cH:125]1.[O:72]=[C:73]([CH:74]=[CH:75][c:76]1[cH:77][cH:78][cH:79][cH:80][cH:81]1)[CH:82]=[CH:83][c:84]1[cH:85][cH:86][cH:87][cH:88][cH:89]1.[O:90]=[C:91]([CH:92]=[CH:93][c:94]1[cH:95][cH:96][cH:97][cH:98][cH:99]1)[CH:100]=[CH:101][c:102]1[cH:103][cH:104][cH:105][cH:106][cH:107]1.[Pd:70].[Pd:71]>>[c:2]1([N:27]2[CH2:26][CH2:25][N:24]([CH3:23])[CH2:29][CH2:28]2)[cH:3][c:4]([NH:8][N:9]=[C:10]([c:11]2[cH:12][cH:13][cH:14][cH:15][cH:16]2)[c:17]2[cH:18][cH:19][cH:20][cH:21][cH:22]2)[n:5][cH:6][n:7]1.